This data is from the Open Reaction Database (ORD), a public repository of structured organic reaction records. The task is: describe an organic reaction: reactants, conditions, products, and yield Starting materials: CC(C)(CO)OCc1nn(Cc2ccccc2)c2ccccc12, COc1ccc(Cn2nc(COC(C)(C)C(=O)O)c3ccccc32)cc1. Yields the product COc1ccc(Cn2nc(COC(C)(C)CO)c3ccccc32)cc1. RXN SMILES: [CH2:1]([n:2]1[c:3]2[c:4]([cH:5][cH:6][cH:7][cH:8]2)[c:9]([CH2:10][O:11][C:12]([CH3:13])([CH3:14])[CH2:15][OH:16])[n:17]1)[c:18]1[cH:19][cH:20][cH:21][cH:22][cH:23]1.[CH3:24][O:25][c:26]1[cH:27][cH:28][c:29]([CH2:30][n:31]2[n:32][c:33]([CH2:40][O:41][C:42]([C:43](=[O:44])[OH:45])([CH3:46])[CH3:47])[c:34]3[cH:35][cH:36][cH:37][cH:38][c:39]23)[cH:48][cH:49]1>>[CH3:24][O:25][c:26]1[cH:27][cH:28][c:29]([CH2:30][n:31]2[n:32][c:33]([CH2:40][O:41][C:42]([CH2:43][OH:44])([CH3:46])[CH3:47])[c:34]3[cH:35][cH:36][cH:37][cH:38][c:39]23)[cH:48][cH:49]1. Starting materials: FC1=CC=C(C=C1)[Mg]Br (4-fluorophenylmagnesium bromide), CP(=O)(C)Cl (dimethylphosphinic chloride). Run in C1CCOC1 (THF). Conditions: temperature 0 celsius, time 20 minute. Product: CP(=O)(C1=CC=C(C=C1)F)C (1-(Dimethyl-phosphinoyl)-4-fluoro-benzene). The yield is 38.9%. As a reaction SMILES: [F:1][C:2]1[CH:7]=[CH:6][C:5]([Mg]Br)=[CH:4][CH:3]=1.[CH3:10][P:11](Cl)([CH3:13])=[O:12]>C1COCC1>[CH3:10][P:11]([CH3:13])([C:5]1[CH:6]=[CH:7][C:2]([F:1])=[CH:3][CH:4]=1)=[O:12]. Reported procedure: To a cooled (0° C.) flask containing 34.0 mL (2.0 M in Et2O, 68.4 mmol) of 4-fluorophenylmagnesium bromide, under an atmosphere of N2, was added a solution of dimethylphosphinic chloride (3.50 g, 31.1 mmol) in 84 mL of THF, dropwise via cannulation, over 20 min. The green reaction mixture was stirred at 0° C. for 1 h, then quenched at 0° C. with 30 mL of saturated NH4Cl resulting in the formation of a white precipitate. The mixture was concentrated on a rotary evaporator and partitioned between ... Run at time 3 hour. Solvent: C(Cl)Cl (methylene chloride), C(Cl)Cl (methylene chloride). Procedure: Boron tribromide 1.0 M solution in methylene chloride (3.9 ml) is added dropwise to a stirred solution of 3-(1H-imidazol-4-ylmethyl)-6-methoxyindan-5-carbaldehyde (318 mg) in methylene chloride (15 ml) at −70° C. under a nitrogen atmosphere. After the addition the mixture is allowed to warm to room temperature and is stirred for 3 hours. The mixture is then poured into cold water and is made basic with ammonium hydroxide solution. Work-up of the mixture gives the crude product which is purified ... Yields the product OC1=C(C=C2C(CCC2=C1)CC=1N=CNC1)C=O (6-Hydroxy-3-(1H-imidazol-4-ylmethyl)-indan-5-carbaldehyde). RXN SMILES: B(Br)(Br)Br.[NH:5]1[CH:9]=[C:8]([CH2:10][CH:11]2[C:19]3[C:14](=[CH:15][C:16]([O:22]C)=[C:17]([CH:20]=[O:21])[CH:18]=3)[CH2:13][CH2:12]2)[N:7]=[CH:6]1.O.[OH-].[NH4+]>C(Cl)Cl>[OH:22][C:16]1[CH:15]=[C:14]2[C:19]([CH:11]([CH2:10][C:8]3[N:7]=[CH:6][NH:5][CH:9]=3)[CH2:12][CH2:13]2)=[CH:18][C:17]=1[CH:20]=[O:21] |f:3.4|. Starting materials: B(Br)(Br)Br (Boron tribromide), N1C=NC(=C1)CC1CCC2=CC(=C(C=C12)C=O)OC (3-(1H-imidazol-4-ylmethyl)-6-methoxyindan-5-carbaldehyde), [OH-].[NH4+] (ammonium hydroxide), O (water). Starting materials: C(C)(=O)NC1=CC(=C(C=C1)F)N (4-(N-acetylamino)-2-amino-1-fluorobenzene), C(C)OC=C(C(=O)OCC)C(=O)OCC (diethyl ethoxymethylenemalonate). Solvent: C1(=CC=CC=C1)C (toluene). Yields the product C(C)OC(C(C(=O)OCC)=CNC1=C(C=CC(=C1)NC(C)=O)F)=O ([[[5-(Acetylamino)-2-fluorophenyl]amino]methylene]propanedioic acid diethyl ester). Yield: 86.1%. As a reaction SMILES: [C:1]([NH:4][C:5]1[CH:10]=[CH:9][C:8]([F:11])=[C:7]([NH2:12])[CH:6]=1)(=[O:3])[CH3:2].C(O[CH:16]=[C:17]([C:23]([O:25][CH2:26][CH3:27])=[O:24])[C:18]([O:20][CH2:21][CH3:22])=[O:19])C>C1(C)C=CC=CC=1>[CH2:21]([O:20][C:18](=[O:19])[C:17](=[CH:16][NH:12][C:7]1[CH:6]=[C:5]([NH:4][C:1](=[O:3])[CH3:2])[CH:10]=[CH:9][C:8]=1[F:11])[C:23]([O:25][CH2:26][CH3:27])=[O:24])[CH3:22]. Procedure: A mixture of 1.9 g (0.0113 mol) of 4-(N-acetylamino)-2-amino-1-fluorobenzene, 2.6 ml (2.78 g/0.0129 mol) of diethyl ethoxymethylenemalonate, and 4 ml of toluene is stirred at reflux for three hours, then allowed to cool to ambient temperature. The resulting precipitate is triturated with ether to give 3.29 g (84%) of title compound: Starting materials: CCN(CC)C(=O)c1ccc(O)cc1OC(F)(F)F, CCN(C(C)C)C(C)C, CC(C)(C)[Si](C)(C)Cl, CN(C)C=O. Product: CCN(CC)C(=O)c1ccc(O[Si](C)(C)C(C)(C)C)cc1OC(F)(F)F. RXN SMILES: [CH2:1]([CH3:2])[N:3]([C:4]([c:5]1[c:6]([O:12][C:13]([F:14])([F:15])[F:16])[cH:7][c:8]([OH:11])[cH:9][cH:10]1)=[O:17])[CH2:18][CH3:19].[CH:20]([N:21]([CH:22]([CH3:23])[CH3:24])[CH2:25][CH3:26])([CH3:27])[CH3:28].[Cl:29][Si:30]([CH3:31])([CH3:32])[C:33]([CH3:34])([CH3:35])[CH3:36].[O:37]=[CH:38][N:39]([CH3:40])[CH3:41]>>[CH2:1]([CH3:2])[N:3]([C:4]([c:5]1[c:6]([O:12][C:13]([F:14])([F:15])[F:16])[cH:7][c:8]([O:11][Si:30]([CH3:31])([CH3:32])[C:33]([CH3:34])([CH3:35])[CH3:36])[cH:9][cH:10]1)=[O:17])[CH2:18][CH3:19].